From a dataset of the Open Reaction Database (ORD), a public repository of structured organic reaction records. describe an organic reaction: reactants, conditions, products, and yield The reactants are O=C([O-])O, COCCOC, COc1cc(B(O)O)ccc1Cl, FC(F)(F)c1cnc(Cl)c(Cl)c1, Cl, [Na+], O. The product is COc1cc(-c2ncc(C(F)(F)F)cc2Cl)ccc1Cl. RXN SMILES: [C:25](=[O:26])([OH:27])[O-:28].[CH2:31]([CH2:32][O:33][CH3:34])[O:35][CH3:36].[Cl:13][c:14]1[c:15]([O:23][CH3:24])[cH:16][c:17]([B:20]([OH:21])[OH:22])[cH:18][cH:19]1.[Cl:1][c:2]1[n:3][cH:4][c:5]([C:9]([F:10])([F:11])[F:12])[cH:6][c:7]1[Cl:8].[ClH:30].[Na+:29].[OH2:37]>>[c:2]1(-[c:17]2[cH:16][c:15]([O:23][CH3:24])[c:14]([Cl:13])[cH:19][cH:18]2)[n:3][cH:4][c:5]([C:9]([F:10])([F:11])[F:12])[cH:6][c:7]1[Cl:8]. The reactants are C(C)OC(=CC1=NCCCC1)C1=CC=CC=C1.F[B-](F)(F)F (2-(2-ethoxy-2-phenyl-ethenyl)-3,4,5,6-tetrahydropyridine tetrafluoroborate), CS(=O)(=O)[O-] (methanesulphonate), C(C)OC(=CC1=NCCCC1)C1=CC=CC=C1.F[B-](F)(F)F (2-(2-ethoxy-2-phenyl-ethenyl)-3,4,5,6-tetrahydropyridine tetrafluoroborate), C1(CCCCC1)N (cyclohexylamine), C1(=CC=CC=C1)C(=CC1=NCCCC1)NC1CCCCC1 ((2-phenyl-2-(cyclohexylamino)-ethenyl]-3,4,5,6-tetrahydropyridine). Solvent: C(C)NCC (diethylamine). The product is C1(=CC=CC=C1)C(=CC1=NCCCC1)N(CC)CC (2-[2-phenyl-2-(diethylamino)-ethenyl]-3,4,5,6-tetrahydropyridine). As a reaction SMILES: C(O[C:4]([C:12]1[CH:17]=[CH:16][CH:15]=[CH:14][CH:13]=1)=[CH:5][C:6]1[CH2:11][CH2:10][CH2:9][CH2:8][N:7]=1)C.F[B-](F)(F)F.C1(N)CCCCC1.C1(C(NC2CCCCC2)=[CH:37][C:38]2CC[CH2:41][CH2:40][N:39]=2)C=CC=CC=1.CS([O-])(=O)=O>C(NCC)C>[C:12]1([C:4]([N:39]([CH2:40][CH3:41])[CH2:38][CH3:37])=[CH:5][C:6]2[CH2:11][CH2:10][CH2:9][CH2:8][N:7]=2)[CH:13]=[CH:14][CH:15]=[CH:16][CH:17]=1 |f:0.1|. Procedure: Analogously to Example 1, there is obtained, starting with 9.5 g of 2-(2-ethoxy-2-phenyl-ethenyl)-3,4,5,6-tetrahydropyridine-tetrafluoroborate and 30 ml of cyclohexylamine, 2-[(2-phenyl-2-(cyclohexylamino)-ethenyl]-3,4,5,6-tetrahydropyridine, and from this its (1:1)-methanesulphonate, m.p. 172°-173°; and starting with 9.5 g of 2-(2-ethoxy-2-phenyl-ethenyl)-3,4,5,6-tetrahydropyridine-tetrafluoroborate and 30 ml of diethylamine, is obtained 2-[2-phenyl-2-(diethylamino)-ethenyl]-3,4,5,6-tetrahydrop...